From a dataset of the Open Reaction Database (ORD), a public repository of structured organic reaction records. describe an organic reaction: reactants, conditions, products, and yield Reactants: CCCP(=O)(O)CCC(=O)O, Cc1ccccc1, O, OCCO. Yields the product CCCP(=O)(O)CCC(=O)OCCO. RXN SMILES: [CH2:1]([CH2:2][CH3:3])[P:4](=[O:5])([CH2:6][CH2:7][C:8](=[O:9])[OH:10])[OH:11].[CH3:17][c:18]1[cH:19][cH:20][cH:21][cH:22][cH:23]1.[OH2:16].[OH:12][CH2:13][CH2:14][OH:15]>>[CH2:1]([CH2:2][CH3:3])[P:4](=[O:5])([CH2:6][CH2:7][C:8](=[O:9])[O:10][CH2:14][CH2:13][OH:12])[OH:11]. Starting materials: C(C)(C)C=1C=C2C=CC=NC2=C(C1)C=1C=C(C=CC1)C=C(C#N)C1=CC=C(C=C1)S(=O)(=O)C (3-[3-(6-Isopropylquinolin-8-yl)-phenyl]-2-[4-(methylsulfonyl)-phenyl]-prop-2-enenitrile). Reagents/catalysts: [Pd] (Pd/C). Run in C1CCOC1.CCO (THF EtOH). Reaction conditions: time 3 day. Yields the product C(C)(C)C=1C=C2C=CC=NC2=C(C1)C=1C=C(C=CC1)CC(C#N)C1=CC=C(C=C1)S(=O)(=O)C (3-[3-(6-Isopropyl-quinolin-8-yl)-phenyl]-2-(4-methanesulfonyl-phenyl)-propionitrile). RXN SMILES: [CH:1]([C:4]1[CH:5]=[C:6]2[C:11](=[C:12]([C:14]3[CH:15]=[C:16]([CH:20]=[C:21]([C:24]4[CH:29]=[CH:28][C:27]([S:30]([CH3:33])(=[O:32])=[O:31])=[CH:26][CH:25]=4)[C:22]#[N:23])[CH:17]=[CH:18][CH:19]=3)[CH:13]=1)[N:10]=[CH:9][CH:8]=[CH:7]2)([CH3:3])[CH3:2]>C1COCC1.CCO.[Pd]>[CH:1]([C:4]1[CH:5]=[C:6]2[C:11](=[C:12]([C:14]3[CH:15]=[C:16]([CH2:20][CH:21]([C:24]4[CH:25]=[CH:26][C:27]([S:30]([CH3:33])(=[O:32])=[O:31])=[CH:28][CH:29]=4)[C:22]#[N:23])[CH:17]=[CH:18][CH:19]=3)[CH:13]=1)[N:10]=[CH:9][CH:8]=[CH:7]2)([CH3:3])[CH3:2] |f:1.2|. Procedure: A solution of the nitrile from Step 2 (400 mg, 0.88 mmol) in THF/EtOH (1:1, 10 mL) containing Pd/C (10%, 40 mg) was stirred under H2 (1 atm) for 3 days. Filtration on celite, evaporation, stirring vigorously in ether for 1 h then filtration afforded the 3-[3-(6-Isopropyl-quinolin-8-yl)-phenyl]-2-(4-methanesulfonyl-phenyl)-propionitrile compound as a white powder. Starting materials: CO (MeOH), C(Cl)C1CO1 (epichlorohydrin), C(=O)(O)[O-].[Na+] (NaHCO3), FC1=CC=C(C=C1)C(C1=CC=C(C=C1)F)N1CCNCC1 ([bis(4-fluorophenyl)methyl]piperazine). The solvent is C(Cl)Cl (CH2Cl2), C(C)O (ethanol), C(C)O (ethanol). The product is O.ClCC(CN1CCN(CC1)C(C1=CC=C(C=C1)F)C1=CC=C(C=C1)F)O (1-(1-Chloro-2-hydroxy-3-propanyl)-4-[bis(4-fluorophenyl)methyl]piperazine Monohydrate). The yield is 100.8%. Reaction SMILES: [CH2:1]([CH:3]1[O:5][CH2:4]1)[Cl:2].C([O-])(O)=O.[Na+].[F:11][C:12]1[CH:17]=[CH:16][C:15]([CH:18]([N:26]2[CH2:31][CH2:30][NH:29][CH2:28][CH2:27]2)[C:19]2[CH:24]=[CH:23][C:22]([F:25])=[CH:21][CH:20]=2)=[CH:14][CH:13]=1.CO>C(O)C.C(Cl)Cl>[OH2:5].[Cl:2][CH2:1][CH:3]([OH:5])[CH2:4][N:29]1[CH2:28][CH2:27][N:26]([CH:18]([C:19]2[CH:24]=[CH:23][C:22]([F:25])=[CH:21][CH:20]=2)[C:15]2[CH:14]=[CH:13][C:12]([F:11])=[CH:17][CH:16]=2)[CH2:31][CH2:30]1 |f:1.2,7.8|. Reported procedure: To a mixture of epichlorohydrin (3.5 mL, 0.05 mol) in ethanol (12 mL) at 0° C. (ice bath) and anhydrous NaHCO3 (4.2 g, 0.05 mol), [bis(4-fluorophenyl)methyl]piperazine (14.4 g, 0.05 mol) in ethanol (200 mL) was added dropwise over 45 min under N2. The ice bath was removed and the mixture was allowed to come to room temperature. After 18 h the NaHCO3 was removed by filtration via a sintered glass funnel and the ethanol in the filtrate was removed in vacuo to give the crude product (21.3 g). Silic... The reactants are C1C(C)O1 (propyleneoxide), CCCCCCCCCCCCCCCCO.CC1CO1.C1CO1 (polyoxyethylene (20) polyoxypropylene (4) cetyl ether), O(CC[*:2])[*:1] (polyoxyethylene), C1CO1 (ethyleneoxide). Yields the product C(CCCCC(C)C)(=O)OCCCCCCCCCCCCCCCC (cetyl isooctanoate). Reaction SMILES: [CH3:1][CH2:2][CH2:3][CH2:4][CH2:5][CH2:6][CH2:7][CH2:8][CH2:9][CH2:10][CH2:11][CH2:12][CH2:13][CH2:14][CH2:15][CH2:16][OH:17].[CH3:18][CH:19]1O[CH2:20]1.[CH2:22]1[O:24][CH2:23]1.C1OC1.[CH2:28]1O[CH:29]1[CH3:30]>>[C:22]([O:17][CH2:16][CH2:15][CH2:14][CH2:13][CH2:12][CH2:11][CH2:10][CH2:9][CH2:8][CH2:7][CH2:6][CH2:5][CH2:4][CH2:3][CH2:2][CH3:1])(=[O:24])[CH2:23][CH2:18][CH2:19][CH2:20][CH:29]([CH3:30])[CH3:28] |f:0.1.2|. Reported procedure: The emulsion of cetyl isooctanoate was prepared using a mixture of polyoxyethylene (20) polyoxypropylene (4) cetyl ether and polyoxyethylene (5) oleyl ether. The numbers in parentheses are the number of moles of ethyleneoxide or propyleneoxide added. Starting materials: Cl.CC=1C(=NC2=CC=CC=C2N1)SCC1=NC=CC=C1 (3-methyl-2-(2-pyridylmethylthio)quinoxaline hydrochloride), ClC1=CC(=CC=C1)C(=O)OO (m-chloroperbenzoic acid), C(=O)(O)[O-].[Na+] (NaHCO3). Solvent: C(Cl)(Cl)Cl (chloroform), CO (methanol), C(Cl)(Cl)Cl (chloroform). Product: CC=1C(=NC2=CC=CC=C2N1)S(=O)CC1=NC=CC=C1 (3-methyl-2-(2-pyridylmethylsulfinyl)quinoxaline). The yield is 67.2%. Reaction SMILES: Cl.[CH3:2][C:3]1[C:4]([S:13][CH2:14][C:15]2[CH:20]=[CH:19][CH:18]=[CH:17][N:16]=2)=[N:5][C:6]2[C:11]([N:12]=1)=[CH:10][CH:9]=[CH:8][CH:7]=2.ClC1C=CC=C(C(OO)=[O:29])C=1.C([O-])(O)=O.[Na+]>C(Cl)(Cl)Cl.CO>[CH3:2][C:3]1[C:4]([S:13]([CH2:14][C:15]2[CH:20]=[CH:19][CH:18]=[CH:17][N:16]=2)=[O:29])=[N:5][C:6]2[C:11]([N:12]=1)=[CH:10][CH:9]=[CH:8][CH:7]=2 |f:0.1,3.4|. Procedure: In a mixture of 36 ml of chloroform and 18 ml of methanol was dissolved 2.6 g of 3-methyl-2-(2-pyridylmethylthio)quinoxaline hydrochloride. To the chilled solution kept at a temperature of lower than 0° C. (temperature of solution) was added 1.77 g of m-chloroperbenzoic acid (purity 70%). After the reaction was complete, chloroform and saturated aqueous NaHCO3 solution were added to the reaction mixture under chilling. The organic layer was separated and dried over sodium sulfate. The sodium sul... Yields the product OCCN(CCO)c1nc(-n2cnc3ccccc32)c2nc[nH]c2n1. Starting materials: CS(C)=O, OCCNCCO, Clc1nc(-n2cnc3ccccc32)c2nc[nH]c2n1. Reaction SMILES: [CH3:27][S:28]([CH3:29])=[O:30].[OH:20][CH2:21][CH2:22][NH:23][CH2:24][CH2:25][OH:26].[n:1]1(-[c:10]2[c:11]3[n:12][cH:13][nH:14][c:15]3[n:16][c:17]([Cl:19])[n:18]2)[cH:2][n:3][c:4]2[c:5]1[cH:6][cH:7][cH:8][cH:9]2>>[n:1]1(-[c:10]2[c:11]3[n:12][cH:13][nH:14][c:15]3[n:16][c:17]([N:23]([CH2:22][CH2:21][OH:20])[CH2:24][CH2:25][OH:26])[n:18]2)[cH:2][n:3][c:4]2[c:5]1[cH:6][cH:7][cH:8][cH:9]2. Reactants: OC(C#CC#CC1=CC(=CC=C1)OC)(C)C (5-hydroxy-5-methyl-1-(3-methoxyphenyl)hexane-1,3-diyne), [OH-].[K+] (potassium hydroxide). Run in C1=CC=CC=C1 (benzene). Yields the product COC=1C=C(C=CC1)C#CC#C (1-(3-methoxyphenyl)-1,3-butadiyne). The yield is 73.7%. RXN SMILES: OC(C)(C)[C:3]#[C:4][C:5]#[C:6][C:7]1[CH:12]=[CH:11][CH:10]=[C:9]([O:13][CH3:14])[CH:8]=1.[OH-].[K+]>C1C=CC=CC=1>[CH3:14][O:13][C:9]1[CH:8]=[C:7]([C:6]#[C:5][C:4]#[CH:3])[CH:12]=[CH:11][CH:10]=1 |f:1.2|. Reported procedure: 800 mg of the thus-obtained diacetylene compound were dissolved in 200 ml of benzene, and 300 mg of potassium hydroxide were added to the reaction mixture, followed by reflux under heating for 15 minutes. After filtration, the solvent was evaporated, and the residue was purified by silica-gel chromatography using as hexane as an eluent to obtain 430 mg of 1-(3-methoxyphenyl)-1,3-butadiyne. Starting materials: C(C1=CC=CC=C1)N1CCOC(C(C1)C1=CC(=C(C=C1)Cl)Cl)CO[Si](C)(C)C(C)(C)C ((6RS,7SR)-4-benzyl-7-({[tert-butyl(dimethyl)silyl]oxy}methyl)-6-(3,4-dichlorophenyl)-1,4-oxazepane), ClC(=O)OC(C)Cl (1-chloroethyl chloroformate). Solvent: C(C)#N (acetonitrile). Run at time 1.5 hour. Product: Cl.ClC=1C=C(C=CC1Cl)C1CNCCOC1CO ([(6RS,7SR)-6-(3,4-dichlorophenyl)-1,4-oxazepan-7-yl]methanol monohydrochloride). The yield is 94.4%. As a reaction SMILES: C([N:8]1[CH2:14][CH:13]([C:15]2[CH:20]=[CH:19][C:18]([Cl:21])=[C:17]([Cl:22])[CH:16]=2)[CH:12]([CH2:23][O:24][Si](C(C)(C)C)(C)C)[O:11][CH2:10][CH2:9]1)C1C=CC=CC=1.ClC(OC(Cl)C)=O>C(#N)C>[ClH:21].[Cl:22][C:17]1[CH:16]=[C:15]([CH:13]2[CH:12]([CH2:23][OH:24])[O:11][CH2:10][CH2:9][NH:8][CH2:14]2)[CH:20]=[CH:19][C:18]=1[Cl:21] |f:3.4|. Procedure: To a solution of (6RS,7SR)-4-benzyl-7-({[tert-butyl(dimethyl)silyl]oxy}methyl)-6-(3,4-dichlorophenyl)-1,4-oxazepane (250 mg) in acetonitrile (1.5 mL) was added 1-chloroethyl chloroformate (0.0786 mL), and the mixture was stirred at room temperature for 1.5 hr. The solvent was evaporated under reduced pressure. To the residue was added methanol (1.5 ml), and the reaction mixture was stirred at 60° C. for 3 hr. The solvent was evaporated under reduced pressure. The residue was solidified with diis... The solvent is C(C)O (ethanol), C(C)O (ethanol). Starting materials: C(C)(C)(C)OC(CN)=O (glycine t-butyl ester), CC(CC1[N@](C1)C(=O)OCC1=CC=CC=C1)C ((S)-2-(2-methylpropyl)-1-aziridinecarboxylic acid, phenylmethyl ester). The product is CC(CC(CN(CC(=O)OC(C)(C)C)CC(CC(C)C)NC(=O)OCC1=CC=CC=C1)NC(=O)OCC1=CC=CC=C1)C (N,N-Bis[4-methyl-2-[[(phenylmethoxy)carbonyl]amino]pentyl]glycine, 1,1-dimethylethyl ester). Reported procedure: A refluxing solution of 15.1 g (a 10% excess) of glycine t-butyl ester in 200 ml of absolute ethanol is treated dropwise over one hour with a solution of 24.2 g of (S)-2-(2-methylpropyl)-1-aziridinecarboxylic acid, phenylmethyl ester in 50 ml of absolute ethanol. The refluxing is continued over two nights. The solvent is removed under reduced pressure and the residue chromatographed on 1.5 kg of silica gel, eluting with chloroform/ethylacetate (3:1). Combining the fractions containing the faster... RXN SMILES: [C:1]([O:5][C:6](=[O:9])[CH2:7][NH2:8])([CH3:4])([CH3:3])[CH3:2].[CH3:10][CH:11]([CH3:26])[CH2:12][CH:13]1[CH2:15][N@@:14]1[C:16]([O:18][CH2:19][C:20]1[CH:25]=[CH:24][CH:23]=[CH:22][CH:21]=1)=[O:17]>C(O)C>[CH3:26][CH:11]([CH3:10])[CH2:12][CH:13]([NH:14][C:16]([O:18][CH2:19][C:20]1[CH:21]=[CH:22][CH:23]=[CH:24][CH:25]=1)=[O:17])[CH2:15][N:8]([CH2:15][CH:13]([NH:14][C:16]([O:18][CH2:19][C:20]1[CH:25]=[CH:24][CH:23]=[CH:22][CH:21]=1)=[O:17])[CH2:12][CH:11]([CH3:10])[CH3:26])[CH2:7][C:6]([O:5][C:1]([CH3:4])([CH3:3])[CH3:2])=[O:9].